Dataset: the Open Reaction Database (ORD), a public repository of structured organic reaction records. Task: describe an organic reaction: reactants, conditions, products, and yield Starting materials: COC(C1=NC=CC(=C1)C=O)OC (2-(dimethoxymethyl)pyridine-4-carbaldehyde), C1(CC1)N (cyclopropylamine), C(C)(=O)O (acetic acid). The product is COC(C1=NC=CC(=C1)CNC1CC1)OC (N-{[2-(dimethoxymethyl)pyridin-4-yl]methyl}cyclopropanamine). RXN SMILES: [CH3:1][O:2][CH:3]([O:12][CH3:13])[C:4]1[CH:9]=[C:8]([CH:10]=O)[CH:7]=[CH:6][N:5]=1.[CH:14]1([NH2:17])[CH2:16][CH2:15]1.C(O)(=O)C>>[CH3:1][O:2][CH:3]([O:12][CH3:13])[C:4]1[CH:9]=[C:8]([CH2:10][NH:17][CH:14]2[CH2:16][CH2:15]2)[CH:7]=[CH:6][N:5]=1. Procedure: By General Procedure A from 2-(dimethoxymethyl)pyridine-4-carbaldehyde, cyclopropylamine, and acetic acid (1 equiv.). Purification by column chromatography (CH2Cl2/MeOH, 97:3) gave the title compound as a colorless oil. 1H NMR (300 MHz, CDCl3): δ 8.55 (d, 1H), 7.50 (S, 1H), 7.22 (m, 1H), 5.40 (s, 1H), 3.90 (s, 2H), 3.40 (s, 6H), 2.18 (m, 1H), 0.5 (m, 4H). Starting materials: Brc1ccccc1, CCOC(C)=O, O=S(=O)(Cl)Cl, c1ccncc1, Nc1cccc2cccnc12. The product is O=S(=O)(Nc1cccc2cccnc12)c1ccc(Br)cc1. As a reaction SMILES: [Br:6][c:7]1[cH:8][cH:9][cH:10][cH:11][cH:12]1.[CH3:24][CH2:25][O:26][C:27](=[O:28])[CH3:29].[S:1](=[O:2])(=[O:3])([Cl:4])[Cl:5].[cH:30]1[cH:31][cH:32][n:33][cH:34][cH:35]1.[n:13]1[cH:14][cH:15][cH:16][c:17]2[cH:18][cH:19][cH:20][c:21]([NH2:23])[c:22]12>>[S:1](=[O:2])(=[O:3])([c:10]1[cH:9][cH:8][c:7]([Br:6])[cH:12][cH:11]1)[NH:23][c:21]1[cH:20][cH:19][cH:18][c:17]2[cH:16][cH:15][cH:14][n:13][c:22]21. The reactants are BrCc1ccc(Br)cc1, O=C([O-])[O-], CC1(C)CCNCC1, CC#N, [K+], [K+]. Product: CC1(C)CCN(Cc2ccc(Br)cc2)CC1. As a reaction SMILES: [Br:1][c:2]1[cH:3][cH:4][c:5]([CH2:6][Br:7])[cH:8][cH:9]1.[C:18](=[O:19])([O-:20])[O-:21].[CH3:10][C:11]1([CH3:17])[CH2:12][CH2:13][NH:14][CH2:15][CH2:16]1.[CH3:24][C:25]#[N:26].[K+:22].[K+:23]>>[Br:1][c:2]1[cH:3][cH:4][c:5]([CH2:6][N:14]2[CH2:13][CH2:12][C:11]([CH3:10])([CH3:17])[CH2:16][CH2:15]2)[cH:8][cH:9]1. Reactants: FC(S(=O)(=O)OC1=C(C2=CC=CC=C2C=C1C)C1=CC=C2C3=C(C=CN=C13)CCO2)(F)F (1-(2,3-dihydropyrano[4,3,2-de]quinolin-7-yl)-3-methylnaphthalen-2-yl trifluoromethanesulfonate), C(CCC)[Sn](C=C)(CCCC)CCCC (tributyl(vinyl)tin), [Li+].[Cl-] (LiCl). Reagents/catalysts: C=1C=CC(=CC1)[P](C=2C=CC=CC2)(C=3C=CC=CC3)[Pd]([P](C=4C=CC=CC4)(C=5C=CC=CC5)C=6C=CC=CC6)([P](C=7C=CC=CC7)(C=8C=CC=CC8)C=9C=CC=CC9)[P](C=1C=CC=CC1)(C=1C=CC=CC1)C=1C=CC=CC1 (Pd(PPh3)4). The solvent is O1CCOCC1 (dioxane), C(C)(=O)OCC (ethyl acetate). Yields the product CC=1C(=C(C2=CC=CC=C2C1)C1=CC=C2C3=C(C=CN=C13)CCO2)C=C (7-(3-methyl-2-vinylnaphthalen-1-yl)-2,3-dihydropyrano[4,3,2-de]quinoline). Isolated yield 113.0%. Reaction SMILES: FC(F)(F)S(O[C:7]1[C:16]([CH3:17])=[CH:15][C:14]2[C:9](=[CH:10][CH:11]=[CH:12][CH:13]=2)[C:8]=1[C:18]1[C:27]2[C:22]3=[C:23]([CH2:28][CH2:29][O:30][C:21]3=[CH:20][CH:19]=1)[CH:24]=[CH:25][N:26]=2)(=O)=O.[CH2:33]([Sn](CCCC)(CCCC)C=C)[CH2:34]CC.[Li+].[Cl-]>O1CCOCC1.C(OCC)(=O)C.C1C=CC([P]([Pd]([P](C2C=CC=CC=2)(C2C=CC=CC=2)C2C=CC=CC=2)([P](C2C=CC=CC=2)(C2C=CC=CC=2)C2C=CC=CC=2)[P](C2C=CC=CC=2)(C2C=CC=CC=2)C2C=CC=CC=2)(C2C=CC=CC=2)C2C=CC=CC=2)=CC=1>[CH3:17][C:16]1[C:7]([CH:33]=[CH2:34])=[C:8]([C:18]2[C:27]3[C:22]4=[C:23]([CH2:28][CH2:29][O:30][C:21]4=[CH:20][CH:19]=2)[CH:24]=[CH:25][N:26]=3)[C:9]2[C:14]([CH:15]=1)=[CH:13][CH:12]=[CH:11][CH:10]=2 |f:2.3,^1:65,67,86,105|. Reported procedure: A solution of 1-(2,3-dihydropyrano[4,3,2-de]quinolin-7-yl)-3-methylnaphthalen-2-yltrifluoromethanesulfonate (5E) (89 mg, 0.194 mmol), tributyl(vinyl)tin (0.23 mL, 0/776 mmol), Pd(PPh3)4 (34 mg, 0.029 mmol) and LiCl (16 mg, 0.39 mmol) in dioxane (3 mL) was stirred at 110° C. under Ar for 5 hours. The reaction mixture was cooled, diluted with ethyl acetate and washed with saturated NaHCO3 solution (2×), brine and dried (MgSO4), filtered, concentrated and purified by flash column chromatography (si... Starting materials: O=C(CBr)N1C=C2CC=CC=C2Oc2ccccc21, O=C([O-])[O-], CCOC(C)=O, [Cs+], [Cs+], COC(=O)c1ccc(O)cc1. The product is COC(=O)c1ccc(OCC(=O)N2C=C3CC=CC=C3Oc3ccccc32)cc1. Reaction SMILES: [Br:1][CH2:2][C:3](=[O:4])[N:5]1[c:6]2[c:7]([cH:16][cH:17][cH:18][cH:19]2)[O:8][C:9]2=[CH:15][CH:14]=[CH:13][CH2:12][C:10]2=[CH:11]1.[C:31](=[O:32])([O-:33])[O-:34].[CH3:37][CH2:38][O:39][C:40](=[O:41])[CH3:42].[Cs+:35].[Cs+:36].[OH:20][c:21]1[cH:22][cH:23][c:24]([C:25](=[O:26])[O:27][CH3:28])[cH:29][cH:30]1>>[CH2:2]([C:3](=[O:4])[N:5]1[c:6]2[c:7]([cH:16][cH:17][cH:18][cH:19]2)[O:8][C:9]2=[CH:15][CH:14]=[CH:13][CH2:12][C:10]2=[CH:11]1)[O:20][c:21]1[cH:22][cH:23][c:24]([C:25](=[O:26])[O:27][CH3:28])[cH:29][cH:30]1.